Dataset: the Open Reaction Database (ORD), a public repository of structured organic reaction records. Task: describe an organic reaction: reactants, conditions, products, and yield The reactants are NC1=NC(=CC(=N1)C1=CC(=C(C#N)C=C1)F)N1CC(OCC1)C=1NC=C(N1)C1=CC=CC=C1 (4-{2-amino-6-[2-(4-phenyl-1H-imidazol-2-yl)-4-morpholinyl]-4-pyrimidinyl}-2-fluorobenzonitrile), NN (hydrazine). The solvent is C(C)O (ethanol). Run at time 1 hour. Product: NC1=NC(=CC(=N1)C1=CC=C2C(=NNC2=C1)N)N1CC(OCC1)C=1NC=C(N1)C1=CC=CC=C1 (6-{2-Amino-6-[2-(4-phenyl-1H-imidazol-2-yl)-4-morpholinyl]-4-pyrimidinyl}-1H-indazol-3-amine). Isolated yield 69.1%. Reaction SMILES: [NH2:1][C:2]1[N:7]=[C:6]([C:8]2[CH:15]=[CH:14][C:11]([C:12]#[N:13])=[C:10](F)[CH:9]=2)[CH:5]=[C:4]([N:17]2[CH2:22][CH2:21][O:20][CH:19]([C:23]3[NH:24][CH:25]=[C:26]([C:28]4[CH:33]=[CH:32][CH:31]=[CH:30][CH:29]=4)[N:27]=3)[CH2:18]2)[N:3]=1.[NH2:34][NH2:35]>C(O)C>[NH2:1][C:2]1[N:7]=[C:6]([C:8]2[CH:15]=[C:14]3[C:11]([C:12]([NH2:13])=[N:34][NH:35]3)=[CH:10][CH:9]=2)[CH:5]=[C:4]([N:17]2[CH2:22][CH2:21][O:20][CH:19]([C:23]3[NH:24][CH:25]=[C:26]([C:28]4[CH:29]=[CH:30][CH:31]=[CH:32][CH:33]=4)[N:27]=3)[CH2:18]2)[N:3]=1. Procedure details: A mixture of 4-{2-amino-6-[2-(4-phenyl-1H-imidazol-2-yl)-4-morpholinyl]-4-pyrimidinyl}-2-fluorobenzonitrile (310 mg, 0.702 mmol) and hydrazine (2.5 mL, 79 mmol) in ethanol (4 mL) was heated under microwave conditions with stirring for 1 hour. The mixture was concentrated to afford the crude title compound (400 mg) as a yellow solid. This material was combined with another batch of crude title compound (100 mg). The combined material was washed with CH2Cl2 (2×8 mL) and dried in vacuo. The resulti... Starting materials: COC(=O)C=1NN=C(C1)OCC=1C(=NOC1C)CCCC (5-(3-butyl-5-methyl-isoxazol-4-ylmethoxy)-2H-pyrazole-3-carboxylic acid methyl ester), C(O)CN (ethanolamine). Yields the product OCCNC(=O)C=1NN=C(C1)OCC=1C(=NOC1C)CCCC (5-(3-Butyl-5-methyl-isoxazol-4-ylmethoxy)-2H-pyrazole-3-carboxylic acid (2-hydroxyethyl)-amide). Isolated yield 91.0%. Reaction SMILES: CO[C:3]([C:5]1[NH:6][N:7]=[C:8]([O:10][CH2:11][C:12]2[C:13]([CH2:18][CH2:19][CH2:20][CH3:21])=[N:14][O:15][C:16]=2[CH3:17])[CH:9]=1)=[O:4].[CH2:22]([CH2:24][NH2:25])[OH:23]>>[OH:23][CH2:22][CH2:24][NH:25][C:3]([C:5]1[NH:6][N:7]=[C:8]([O:10][CH2:11][C:12]2[C:13]([CH2:18][CH2:19][CH2:20][CH3:21])=[N:14][O:15][C:16]=2[CH3:17])[CH:9]=1)=[O:4]. Procedure details: As described for example 27, 5-(3-butyl-5-methyl-isoxazol-4-ylmethoxy)-2H-pyrazole-3-carboxylic acid methyl ester (110 mg, 0.38 mmol) was converted, using ethanolamine instead of L-alaninol, to the title compound (110 mg, 91%) which was obtained as a colorless oil. MS: m/e=323.2 [M+H]+. The reactants are C(C1=CC=CC=C1)N1CC=2C(CC1)=C(N(N2)C(C)C)OS(=O)(=O)C(F)(F)F (trifluoro-methanesulfonic acid 6-benzyl-2-isopropyl-4,5,6,7-tetrahydro-2H-pyrazolo[3,4-c]pyridin-3-yl ester), S1C=C(C=C1)B(O)O (3-thiopheneboronic acid). The product is C(C1=CC=CC=C1)N1CC=2C(CC1)=C(N(N2)C(C)C)C2=CSC=C2 (6-Benzyl-2-isopropyl-3-thiophen-3-yl-4,5,6,7-tetrahydro-2H-pyrazolo[3,4-c]pyridine). Isolated yield 27.5%. RXN SMILES: [CH2:1]([N:8]1[CH2:13][CH2:12][C:11]2=[C:14](OS(C(F)(F)F)(=O)=O)[N:15]([CH:17]([CH3:19])[CH3:18])[N:16]=[C:10]2[CH2:9]1)[C:2]1[CH:7]=[CH:6][CH:5]=[CH:4][CH:3]=1.[S:28]1[CH:32]=[CH:31][C:30](B(O)O)=[CH:29]1>>[CH2:1]([N:8]1[CH2:13][CH2:12][C:11]2=[C:14]([C:30]3[CH:31]=[CH:32][S:28][CH:29]=3)[N:15]([CH:17]([CH3:18])[CH3:19])[N:16]=[C:10]2[CH2:9]1)[C:2]1[CH:3]=[CH:4][CH:5]=[CH:6][CH:7]=1. Reported procedure: The title compound (69 mg) was prepared according to Example 287 using 300 mg of trifluoro-methanesulfonic acid 6-benzyl-2-isopropyl-4,5,6,7-tetrahydro-2H-pyrazolo[3,4-c]pyridin-3-yl ester and 133 mg of 3-thiopheneboronic acid. MS (ESI): exact mass calculated for C20H23N3S, 337.16. found, m/z 338.5 [M+H]+. 1H NMR (500 MHz, CD3OD): 7.66-7.65 (m, 1H), 7.60-7.57 (m, 3H), 7.55-7.53 (m, 3H), 7.21-7.20 (m, 1H), 4.65-4.52 (m, 3H), 4.42-4.33 (m, 2H), 3.82-3.79 (m, 1H), 3.44-3.40 (m, 1H), 2.94-2.91 (m, 2... Reactants: C1(=CC=C(C=C1)S(=O)(=O)Cl)C (p-toluenesulfonyl chloride), C1(=CC=C(C=C1)S(=O)(=O)Cl)C (p-toluenesulfonyl chloride), N1=CC(=CC2=CC=CC=C12)NC([C@H]1N(C[C@H](C1)O)C(=O)OC(C)(C)C)=O (N-tert-butoxycarbonyl-cis-4-hydroxy-L-proline 3-quinolylamide), C1(=CC=C(C=C1)S(=O)(=O)Cl)C (p-toluenesulfonyl chloride). Reagents/catalysts: CN(C1=CC=NC=C1)C (4-dimethylaminopyridine), CN(C1=CC=NC=C1)C (4-Dimethylaminopyridine), CN(C1=CC=NC=C1)C (4-dimethylaminopyridine). Run in ClCCl (dichloromethane). Conditions: time 2.5 hour. Yields the product N1=CC(=CC2=CC=CC=C12)NC([C@H]1N(C[C@H](C1)OS(=O)(=O)C1=CC=C(C=C1)C)C(=O)OC(C)(C)C)=O (N-tert-Butoxycarbonyl-cis-4-p-Toluenesulfonyloxy-L-Proline 3-Quinolylamide). Isolated yield 98.3%. RXN SMILES: [C:1]1([CH3:11])[CH:6]=[CH:5][C:4]([S:7](Cl)(=[O:9])=[O:8])=[CH:3][CH:2]=1.[N:12]1[C:21]2[C:16](=[CH:17][CH:18]=[CH:19][CH:20]=2)[CH:15]=[C:14]([NH:22][C:23](=[O:37])[C@@H:24]2[CH2:28][C@H:27]([OH:29])[CH2:26][N:25]2[C:30]([O:32][C:33]([CH3:36])([CH3:35])[CH3:34])=[O:31])[CH:13]=1>CN(C)C1C=CN=CC=1.ClCCl>[N:12]1[C:21]2[C:16](=[CH:17][CH:18]=[CH:19][CH:20]=2)[CH:15]=[C:14]([NH:22][C:23](=[O:37])[C@@H:24]2[CH2:28][C@H:27]([O:29][S:7]([C:4]3[CH:5]=[CH:6][C:1]([CH3:11])=[CH:2][CH:3]=3)(=[O:9])=[O:8])[CH2:26][N:25]2[C:30]([O:32][C:33]([CH3:34])([CH3:36])[CH3:35])=[O:31])[CH:13]=1. Procedure details: 4-Dimethylaminopyridine (395 mg) and p-toluenesulfonyl chloride (468 mg) were added to a solution of N-tert-butoxycarbonyl-cis-4-hydroxy-L-proline 3-quinolylamide (B, 572 mg) in dichloromethane (10 mL) at 0° C. After stirring at room temperature for 2.5 hr, additional 4-dimethylaminopyridine (399 mg) and p-toluenesulfonyl chloride (465 mg) were added. Additional 4-dimethylaminopyridine (400 mg) and p-toluenesulfonyl chloride (467 mg) were added again after 2 hr. The resulting solution was stirre... Reactants: C(C)OC(=O)C1(CN(CCC1)C(=O)OC(C)(C)C)C1=NC(=CN=C1)Cl (3-(6-chloro-pyrazin-2-yl)-piperidine-1,3-dicarboxylic acid 1-tert-butyl ester 3-ethyl ester). Solvent: C1CCOC1 (THF), [OH-].[Na+] (NaOH). The product is C(C)(C)(C)OC(=O)N1CC(CCC1)(C(=O)O)C1=NC(=CN=C1)Cl (3-(6-Chloro-pyrazin-2-yl)-piperidine-1,3-dicarboxylic acid 1-tert-butyl ester). The yield is 38.4%. As a reaction SMILES: C([O:3][C:4]([C:6]1([C:19]2[CH:24]=[N:23][CH:22]=[C:21]([Cl:25])[N:20]=2)[CH2:11][CH2:10][CH2:9][N:8]([C:12]([O:14][C:15]([CH3:18])([CH3:17])[CH3:16])=[O:13])[CH2:7]1)=[O:5])C>C1COCC1.[OH-].[Na+]>[C:15]([O:14][C:12]([N:8]1[CH2:9][CH2:10][CH2:11][C:6]([C:19]2[CH:24]=[N:23][CH:22]=[C:21]([Cl:25])[N:20]=2)([C:4]([OH:5])=[O:3])[CH2:7]1)=[O:13])([CH3:18])([CH3:16])[CH3:17] |f:2.3|. Procedure: A solution of 3-(6-chloro-pyrazin-2-yl)-piperidine-1,3-dicarboxylic acid 1-tert-butyl ester 3-ethyl ester (350.1 mmol) in THF (360 mL) and 1.5 N aqueous NaOH (360 mL) was heated at 80° C. for 5 hr. After it was cooled to room temperature, the aqueous layer was separated and then carefully acidified to pH=5 by the addition of 1 N aqueous HCl solution. The resulting mixture was extracted with DCM (300 mL×3) and the combined organic layers were dried over anhy. Na2SO4, filtered and concentrated und...